From a dataset of the Open Reaction Database (ORD), a public repository of structured organic reaction records. describe an organic reaction: reactants, conditions, products, and yield Starting materials: S=C(c1ncc[nH]1)c1ncc[nH]1, CCOC(C)=O, Cn1ccc2cc(N)ccc21. Product: Cn1ccc2cc(N=C=S)ccc21. RXN SMILES: [C:12](=[S:13])([c:14]1[nH:15][cH:16][cH:17][n:18]1)[c:19]1[nH:20][cH:21][cH:22][n:23]1.[CH3:24][CH2:25][O:26][C:27](=[O:28])[CH3:29].[NH2:1][c:2]1[cH:3][c:4]2[cH:5][cH:6][n:7]([CH3:11])[c:8]2[cH:9][cH:10]1>>[N:1]([c:2]1[cH:3][c:4]2[cH:5][cH:6][n:7]([CH3:11])[c:8]2[cH:9][cH:10]1)=[C:12]=[S:13]. Starting materials: C1CCNCC1, CC1(C)CN(CC(=O)O)C(C(=O)Nc2cc(Cl)cc3c2[nH]c2cnccc23)CO1. Yields the product CC1(C)CN(CC(=O)N2CCCCC2)C(C(=O)Nc2cc(Cl)cc3c2[nH]c2cnccc23)CO1. As a reaction SMILES: [CH2:30]1[CH2:31][CH2:32][NH:33][CH2:34][CH2:35]1.[Cl:1][c:2]1[cH:3][c:4]2[c:5]3[cH:6][cH:7][n:8][cH:9][c:10]3[nH:11][c:12]2[c:13]([NH:15][C:16](=[O:17])[CH:18]2[N:19]([CH2:26][C:27](=[O:28])[OH:29])[CH2:20][C:21]([CH3:24])([CH3:25])[O:22][CH2:23]2)[cH:14]1>>[Cl:1][c:2]1[cH:3][c:4]2[c:5]3[cH:6][cH:7][n:8][cH:9][c:10]3[nH:11][c:12]2[c:13]([NH:15][C:16](=[O:17])[CH:18]2[N:19]([CH2:26][C:27](=[O:29])[N:33]3[CH2:32][CH2:31][CH2:30][CH2:35][CH2:34]3)[CH2:20][C:21]([CH3:24])([CH3:25])[O:22][CH2:23]2)[cH:14]1. The reactants are Cc1cc2c(cc1C)C(=O)c1c(NO)cccc1C2=O, CO, Cl, O, [Zn]. The product is Cc1cc2c(cc1C)C(=O)c1c(N)cccc1C2=O. Reaction SMILES: [CH3:1][c:2]1[cH:3][c:4]2[c:13]([cH:14][c:15]1[CH3:16])[C:12](=[O:17])[c:11]1[c:6]([cH:7][cH:8][cH:9][c:10]1[NH:18][OH:19])[C:5]2=[O:20].[CH3:21][OH:22].[ClH:23].[OH2:25].[Zn:24]>>[CH3:1][c:2]1[cH:3][c:4]2[c:13]([cH:14][c:15]1[CH3:16])[C:12](=[O:17])[c:11]1[c:6]([cH:7][cH:8][cH:9][c:10]1[NH2:18])[C:5]2=[O:20]. Starting materials: NC1=NC(=C2N=CN(C2=N1)[C@H]1[C@H](O)[C@H](O)[C@H](O1)CO)N (2,6-Diamino-9-(β-D-ribofuranosyl)purine), [H-].[Na+] (sodium hydride), ICCCCCCCCCCCCCCCCCC (Iodooctadecane). Solvent: CN(C)C=O (DMF). Reaction conditions: time 2 hour. The product is NC1=NC(=C2N=CN(C2=N1)[C@H]1[C@H](OCCCCCCCCCCCCCCCCCC)[C@H](O)[C@H](O1)CO)N (2,6-Diamino-9-(2'-O-octadecyl-β-D-ribofuranosyl)purine). Isolated yield 11.4%. RXN SMILES: [NH2:1][C:2]1[N:10]=[C:9]2[C:5]([N:6]=[CH:7][N:8]2[C@@H:11]2[O:17][C@H:16]([CH2:18][OH:19])[C@@H:14]([OH:15])[C@H:12]2[OH:13])=[C:4]([NH2:20])[N:3]=1.[H-].[Na+].I[CH2:24][CH2:25][CH2:26][CH2:27][CH2:28][CH2:29][CH2:30][CH2:31][CH2:32][CH2:33][CH2:34][CH2:35][CH2:36][CH2:37][CH2:38][CH2:39][CH2:40][CH3:41]>CN(C=O)C>[NH2:1][C:2]1[N:10]=[C:9]2[C:5]([N:6]=[CH:7][N:8]2[C@@H:11]2[O:17][C@H:16]([CH2:18][OH:19])[C@@H:14]([OH:15])[C@H:12]2[O:13][CH2:41][CH2:40][CH2:39][CH2:38][CH2:37][CH2:36][CH2:35][CH2:34][CH2:33][CH2:32][CH2:31][CH2:30][CH2:29][CH2:28][CH2:27][CH2:26][CH2:25][CH3:24])=[C:4]([NH2:20])[N:3]=1 |f:1.2|. Reported procedure: 2,6-Diamino-9-(β-D-ribofuranosyl)purine (50 g, 180 mmol) and sodium hydride (7 g) in DMF (1 l) were heated to boiling for 2 hr. Iodooctadecane (100 g) was added at 150° C. and the reaction mixture allowed to cool to RT. The reaction mixture was stirred for 11 days at RT. The solvent was evaporated and the residue purified by silica gel chromatography. The product was eluted with 5% MeOH/CH2Cl2. The product containing fraction were evaporated to yield the product (11 g). 1H NMR (DMSO-d6) δ 0.84 (... Starting materials: ClC1=CC=C(C=O)C=C1 (4-chlorobenzaldehyde), CC(=O)C1=CC=C(C=C1)I (4-iodoacetophenone). Product: ClC1=CC=C(C=C1)C=CC(=O)C1=CC=C(C=C1)I (3-(4-chlorophenyl)-1-(4-iodophenyl)prop-2-en-1-one). As a reaction SMILES: [Cl:1][C:2]1[CH:9]=[CH:8][C:5]([CH:6]=O)=[CH:4][CH:3]=1.[CH3:10][C:11]([C:13]1[CH:18]=[CH:17][C:16]([I:19])=[CH:15][CH:14]=1)=[O:12]>>[Cl:1][C:2]1[CH:9]=[CH:8][C:5]([CH:6]=[CH:10][C:11]([C:13]2[CH:18]=[CH:17][C:16]([I:19])=[CH:15][CH:14]=2)=[O:12])=[CH:4][CH:3]=1. Procedure details: By a procedure similar to that of example 1.59.1, starting from 4-chlorobenzaldehyde and 4-iodoacetophenone, 3-(4-chlorophenyl)-1-(4-iodophenyl)prop-2-en-1-one was obtained as beige coloured solid. The reactants are CO, O=[N+]([O-])c1ccc(COc2cccc(F)c2)cc1. Yields the product Nc1ccc(COc2cccc(F)c2)cc1. RXN SMILES: [CH3:19][OH:20].[N+:1]([O-:2])(=[O:3])[c:4]1[cH:5][cH:6][c:7]([CH2:10][O:11][c:12]2[cH:13][c:14]([F:18])[cH:15][cH:16][cH:17]2)[cH:8][cH:9]1>>[NH2:1][c:4]1[cH:5][cH:6][c:7]([CH2:10][O:11][c:12]2[cH:13][c:14]([F:18])[cH:15][cH:16][cH:17]2)[cH:8][cH:9]1.